Dataset: the Open Reaction Database (ORD), a public repository of structured organic reaction records. Task: describe an organic reaction: reactants, conditions, products, and yield Starting materials: CO, CC(OS(C)(=O)=O)C(C)(C)C(O)(Cn1cncn1)c1ccc(F)cc1F, [H-], [Na+], C1CCOC1, O. Yields the product CC1OC(Cn2cncn2)(c2ccc(F)cc2F)C1(C)C. RXN SMILES: [CH3:29][OH:30].[F:3][c:4]1[c:5]([C:11]([CH2:12][n:13]2[n:14][cH:15][n:16][cH:17]2)([C:18]([CH:19]([CH3:20])[O:21][S:22]([CH3:23])(=[O:24])=[O:25])([CH3:26])[CH3:27])[OH:28])[cH:6][cH:7][c:8]([F:10])[cH:9]1.[H-:1].[Na+:2].[O:31]1[CH2:32][CH2:33][CH2:34][CH2:35]1.[OH2:36]>>[F:3][c:4]1[c:5]([C:11]2([CH2:12][n:13]3[n:14][cH:15][n:16][cH:17]3)[C:18]([CH3:26])([CH3:27])[CH:19]([CH3:20])[O:28]2)[cH:6][cH:7][c:8]([F:10])[cH:9]1. Starting materials: COC=1C=C(C(=O)Cl)C=CC1OC (3,4-dimethoxybenzoyl chloride), C1(=CC=CC=C1)C1OC(CN1)CCl (2-phenyl-5-chloromethyloxazolidine), Cl (hydrochloric acid). Solvent: C(Cl)(Cl)Cl (chloroform), C(Cl)(Cl)Cl (chloroform), N1=CC=CC=C1 (pyridine). The product is COC=1C=C(C(=O)NCC(CCl)O)C=CC1OC (N-(3,4-dimethoxybenzoyl)-3-chloro-1-aminopropan-2-ol). Yield: 72.3%. RXN SMILES: [CH3:1][O:2][C:3]1[CH:4]=[C:5]([CH:9]=[CH:10][C:11]=1[O:12][CH3:13])[C:6](Cl)=[O:7].C1(C2[NH:24][CH2:23][CH:22]([CH2:25][Cl:26])[O:21]2)C=CC=CC=1.Cl>C(Cl)(Cl)Cl.N1C=CC=CC=1>[CH3:1][O:2][C:3]1[CH:4]=[C:5]([CH:9]=[CH:10][C:11]=1[O:12][CH3:13])[C:6]([NH:24][CH2:23][CH:22]([OH:21])[CH2:25][Cl:26])=[O:7]. Procedure details: At a temperature of -40° C., a solution of 15.2 g 3,4-dimethoxybenzoyl chloride in 40 ml of chloroform is added dropwise to a solution of 15.0 g of 2-phenyl-5-chloromethyloxazolidine in a mixture of 200 ml of chloroform and 6 ml of pyridine. The mixture is heated to room temperature. After a reaction period of 14 hours, 20 ml of concentrated hydrochloric acid are added, the phases are thoroughly mixed for 10 minutes, and then separated. The separated aqueous phase is diluted with water to twice ... Reactants: C1(=C(C=CC=C1)P(C1=C(C=CC=C1)C)C1=C(C=CC=C1)C)C (tri-o-tolylphosphine), C(CCC)N(CCCC)CCCC (tributylamine), C(#N)C=1C=CC(=C(OCCNC(C2=CC=C(C=C2)OC2CCN(CC2)C(=O)OC(C)(C)C)=O)C1)I (N-[2-(5-cyano-2-iodophenoxy)ethyl]-4-(1-t-butoxycarbonyl-4-piperidyloxy)benzamide), N(C(=O)C)C(C(=O)OC)=C (methyl 2-acetaminoacrylate). Reagents/catalysts: C(C)(=O)[O-].[Pd+2].C(C)(=O)[O-] (palladium (II) acetate). The solvent is C(C)#N (acetonitrile). The product is C(C)(=O)NC(C(=O)OC)=CC1=C(C=C(C=C1)C#N)OCCNC(C1=CC=C(C=C1)OC1CCN(CC1)C(=O)OC(C)(C)C)=O (methyl 2-acetylamino-3-[4-cyano-2-[2-[4-(1-t-butoxycarbonyl-4-piperidyloxy)benzoylamino]ethoxy]phenyl]acrylate). As a reaction SMILES: [C:1]([C:3]1[CH:4]=[CH:5][C:6](I)=[C:7]([CH:34]=1)[O:8][CH2:9][CH2:10][NH:11][C:12](=[O:33])[C:13]1[CH:18]=[CH:17][C:16]([O:19][CH:20]2[CH2:25][CH2:24][N:23]([C:26]([O:28][C:29]([CH3:32])([CH3:31])[CH3:30])=[O:27])[CH2:22][CH2:21]2)=[CH:15][CH:14]=1)#[N:2].[NH:36]([C:40](=[CH2:45])[C:41]([O:43][CH3:44])=[O:42])[C:37]([CH3:39])=[O:38].C1(C)C=CC=CC=1P(C1C=CC=CC=1C)C1C=CC=CC=1C.C(N(CCCC)CCCC)CCC>C(#N)C.C([O-])(=O)C.[Pd+2].C([O-])(=O)C>[C:37]([NH:36][C:40](=[CH:45][C:6]1[CH:5]=[CH:4][C:3]([C:1]#[N:2])=[CH:34][C:7]=1[O:8][CH2:9][CH2:10][NH:11][C:12](=[O:33])[C:13]1[CH:18]=[CH:17][C:16]([O:19][CH:20]2[CH2:21][CH2:22][N:23]([C:26]([O:28][C:29]([CH3:32])([CH3:31])[CH3:30])=[O:27])[CH2:24][CH2:25]2)=[CH:15][CH:14]=1)[C:41]([O:43][CH3:44])=[O:42])(=[O:38])[CH3:39] |f:5.6.7|. Procedure details: 2.72 g (4.60 mmol) of N-[2-(5-cyano-2-iodophenoxy)ethyl]-4-(1-t-butoxycarbonyl-4-piperidyloxy)benzamide and 1.32 g (9.22 mmol) of methyl 2-acetaminoacrylate were dissolved in 80 ml of acetonitrile. 272 mg (1.21 mmol) of palladium (II) acetate, 630 mg (2.07 mmol) of tri-o-tolylphosphine and 1.71 g (9.23 mmol) of tributylamine were added to the solution, and they were heated under reflux for 3 days. The solvent was evaporated, and the residue was treated with ethyl acetate as the extractant in an ... Reactants: C(C)(=O)O.CSC(C=1OC2=C(C(C1)=O)C=CC=C2)O (2-[(methylthio)hydroxymethyl)-4H-1- benzopyran-4-one acetate), II (iodine), CO (methanol). Product: COC(C=1OC2=C(C(C1)=O)C=CC=C2)OC (2-(Dimethoxymethyl)-4H-1-benzopyran-4-one). The yield is 86.0%. As a reaction SMILES: [C:1](O)(=[O:3])C.CS[CH:7]([OH:19])[C:8]1[O:9][C:10]2[CH:18]=[CH:17][CH:16]=[CH:15][C:11]=2[C:12](=[O:14])[CH:13]=1.II.[CH3:22]O>>[CH3:1][O:3][CH:7]([O:19][CH3:22])[C:8]1[O:9][C:10]2[CH:18]=[CH:17][CH:16]=[CH:15][C:11]=2[C:12](=[O:14])[CH:13]=1 |f:0.1|. Procedure details: A stirred solution of 2-[(methylthio)hydroxymethyl)-4H-1- benzopyran-4-one acetate](2.64 g, 0.01 m) and iodine (1.39 g, 0.01 m) in methanol (50 ml) was refluxed under nitrogen for 6 hours. After cooling, the solvents were removed under reduced pressure. The red-brown oil was dissolved in chloroform and washed three times (30 ml) with aqueous saturated sodium thiosulfate. The chloroform extract was dried over sodium sulfate. Removal of the solvent under reduced pressure gave crude solid product. ... The reactants are C(C)(=O)OC1=CC=C(C=CC2=CC(=CC(=C2)OCOC)OCOC)C=C1 (4′-acetoxy-3,5-bis(methoxymethoxy)stilbene), [Na+].[I-] (NaI), C[Si](C)(C)Cl (TMSCl). Solvent: C(Cl)Cl (DCM), CC#N (CH3CN), C(Cl)Cl (DCM). Reaction conditions: time 15 minute. The product is C(C)(=O)OC1=CC=C(C=CC2=CC(=CC(=C2)O)O)C=C1 (4′-acetoxy-3,5-dihydroxystilbene). The yield is 74.0%. RXN SMILES: [C:1]([O:4][C:5]1[CH:26]=[CH:25][C:8]([CH:9]=[CH:10][C:11]2[CH:16]=[C:15]([O:17]COC)[CH:14]=[C:13]([O:21]COC)[CH:12]=2)=[CH:7][CH:6]=1)(=[O:3])[CH3:2].[Na+].[I-].C[Si](Cl)(C)C>C(Cl)Cl.CC#N>[C:1]([O:4][C:5]1[CH:26]=[CH:25][C:8]([CH:9]=[CH:10][C:11]2[CH:12]=[C:13]([OH:21])[CH:14]=[C:15]([OH:17])[CH:16]=2)=[CH:7][CH:6]=1)(=[O:3])[CH3:2] |f:1.2|. Procedure details: To a solution of 4′-acetoxy-3,5-bis(methoxymethoxy)stilbene (0.358 g, 1 mmol) in dry DCM (50 mL) and dry CH3CN (50 mL) were added NaI (1.8 g, 24 mmol) and freshly distilled TMSCl (1.52 g, 24 mmol). The mixture was stirred under argon for 15 minutes. The solution was diluted with DCM (50 mL) and washed with a fresh aqueous saturated solution of Na2S2O3 (3×40 mL) and saturated NaHCO3, and water. The organic layer was dried over Na2SO4, filtered and concentrated. The crude product was purified by f... As a reaction SMILES: [C:1]1([N:7]=[C:8]([S:15][CH:16]([CH2:21][CH3:22])[CH:17]([CH3:20])[CH2:18][CH3:19])[C:9]#[C:10][Si](C)(C)C)[CH:6]=[CH:5][CH:4]=[CH:3][CH:2]=1.C(=O)([O-])[O-].[K+].[K+].[F:29][C:30]1[CH:35]=[CH:34][C:33]([SH:36])=[CH:32][CH:31]=1>CO>[F:29][C:30]1[CH:35]=[CH:34][C:33]([S:36][CH:10]=[CH:9][C:8](=[N:7][C:1]2[CH:6]=[CH:5][CH:4]=[CH:3][CH:2]=2)[S:15][CH:16]([CH2:21][CH3:22])[CH:17]([CH3:20])[CH2:18][CH3:19])=[CH:32][CH:31]=1 |f:1.2.3|. The solvent is CO (methanol), CO (methanol). Run at time 30 minute. Yields the product FC1=CC=C(C=C1)SC=CC(SC(C(CC)C)CC)=NC1=CC=CC=C1 (1-ethyl-2-methylbutyl 3-(4-fluorophenylthio)-N-(phenyl)thioacrylimidate). Procedure details: 1-ethyl-2-methylbutyl N-phenyl-3-(trimethylsilyl)thiopropynimidate (0.47 g) was dissolved to methanol (10 mL), small amount of potassium carbonate was added to the solution under ice-cooling and then it was stirred for 30 minutes. Then methanol (3 mL) of 4-fluorothiophenol (0.105 mL) was added to the solution and the mixture was stirred for 18 hours at room temperature. The reaction mixture was concentrated under reduced pressure. The residue was subjected to medium pressure HPLC (hexane/ethyl a... Starting materials: C1(=CC=CC=C1)N=C(C#C[Si](C)(C)C)SC(C(CC)C)CC (1-ethyl-2-methylbutyl N-phenyl-3-(trimethylsilyl)thiopropynimidate), C([O-])([O-])=O.[K+].[K+] (potassium carbonate), FC1=CC=C(C=C1)S (4-fluorothiophenol). The reactants are C1OC=2C=C(CN)C=CC2O1 (3,4-methylenedioxy-benzylamine), COC(C1=CC=C(C=C1)C=1N=C(C2=C(N1)SC(=C2)[N+](=O)[O-])Cl)=O (4-(4-chloro-6-nitro-thieno-[2,3-d]-pyrimidin-2-yl)-benzoic acid methylester). Yields the product COC(C1=CC=C(C=C1)C=1N=C(C2=C(N1)SC(=C2)[N+](=O)[O-])NCC2=CC1=C(C=C2)OCO1)=O (4-[4(3,4-methylenedioxybenzylamino)-6-nitro-thieno-[2,3-d]-pyrimidin-2-yl]-benzoic acid methylester). Reaction SMILES: [CH2:1]1[O:11][C:10]2[CH:9]=[CH:8][C:5]([CH2:6][NH2:7])=[CH:4][C:3]=2[O:2]1.[CH3:12][O:13][C:14](=[O:34])[C:15]1[CH:20]=[CH:19][C:18]([C:21]2[N:22]=[C:23](Cl)[C:24]3[CH:29]=[C:28]([N+:30]([O-:32])=[O:31])[S:27][C:25]=3[N:26]=2)=[CH:17][CH:16]=1>>[CH3:12][O:13][C:14](=[O:34])[C:15]1[CH:20]=[CH:19][C:18]([C:21]2[N:22]=[C:23]([NH:7][CH2:6][C:5]3[CH:8]=[CH:9][C:10]4[O:11][CH2:1][O:2][C:3]=4[CH:4]=3)[C:24]3[CH:29]=[C:28]([N+:30]([O-:32])=[O:31])[S:27][C:25]=3[N:26]=2)=[CH:17][CH:16]=1. Reported procedure: The reaction procedure as above wherein 3,4-methylenedioxy-benzylamine is reacted with 4-(4-chloro-6-nitro-thieno-[2,3-d]-pyrimidin-2-yl)-benzoic acid methylester yields 4-[4(3,4-methylenedioxybenzylamino)-6-nitro-thieno-[2,3-d]-pyrimidin-2-yl]-benzoic acid methylester.